Dataset: the Open Reaction Database (ORD), a public repository of structured organic reaction records. Task: describe an organic reaction: reactants, conditions, products, and yield Reactants: C(C)(=O)OCC (ethyl acetate), BrCC1=CC=C(C=C1)[N+](=O)[O-] (1-bromomethyl-4-nitro-benzene), C([O-])([O-])=O.[Cs+].[Cs+] (cesium carbonate), COC(C(CS)NC(=O)OC(C)(C)C)=O (2-tert-butoxycarbonylamino-3-mercapto-propionic acid methyl ester). Run in CCCCCCC (heptane), CN(C)C=O (DMF). Product: COC([C@H](CSCC1=CC=C(C=C1)N)NC(=O)OC(C)(C)C)=O ((2R)-Methyl-3-(4-amino-benzylsulfanyl)-2-tert-butoxycarbonylamino-propionate). Reaction SMILES: Br[CH2:2][C:3]1[CH:8]=[CH:7][C:6]([N+:9]([O-])=O)=[CH:5][CH:4]=1.C(=O)([O-])[O-].[Cs+].[Cs+].[CH3:18][O:19][C:20](=[O:32])[CH:21]([NH:24][C:25]([O:27][C:28]([CH3:31])([CH3:30])[CH3:29])=[O:26])[CH2:22][SH:23].C(OCC)(=O)C>CN(C=O)C.CCCCCCC>[CH3:18][O:19][C:20](=[O:32])[C@@H:21]([NH:24][C:25]([O:27][C:28]([CH3:30])([CH3:29])[CH3:31])=[O:26])[CH2:22][S:23][CH2:2][C:3]1[CH:8]=[CH:7][C:6]([NH2:9])=[CH:5][CH:4]=1 |f:1.2.3|. Procedure: A mixture of 1-bromomethyl-4-nitro-benzene (2.15 g, 9.95 mmol), cesium carbonate (6.49 g, 19.9 mmol) and 2-tert-butoxycarbonylamino-3-mercapto-propionic acid methyl ester (2.46 g, 10.5 mmol) in DMF (25 mL) was stirred at room temperature. Upon completion of the reaction (TLC control: 30% ethyl acetate in heptane), the reaction mixture was quenched with water (50 mL) and extracted with diethyl ether (3×50 mL). The combined extract was washed sequentially with water and brine, dried over anhydrous... The reactants are IC1=C2C(=NC=C1)NN=C2 (4-iodo-1H-pyrazolo[3,4-b]pyridine), CNCCNC (N,N′-dimethylethylenediamine), C1(CC1)S(=O)[O-].[Na+] (sodium cyclopropanesulfinate), C([O-])([O-])=O.[K+].[K+] (potassium carbonate). Reagents/catalysts: [Cu]I (copper (I) iodide). The solvent is CS(=O)C (dimethyl sulfoxide). Run at temperature 100 celsius, time 16 hour. Yields the product C1(CC1)S(=O)(=O)C1=C2C(=NC=C1)NN=C2 (4-(cyclopropylsulfonyl)-1H-pyrazolo[3,4-b]pyridine). Yield: 8.9%. RXN SMILES: I[C:2]1[CH:7]=[CH:6][N:5]=[C:4]2[NH:8][N:9]=[CH:10][C:3]=12.CNCCNC.[CH:17]1([S:20]([O-:22])=[O:21])[CH2:19][CH2:18]1.[Na+].C(=O)([O-])[O-].[K+].[K+]>CS(C)=O.[Cu]I>[CH:17]1([S:20]([C:2]2[CH:7]=[CH:6][N:5]=[C:4]3[NH:8][N:9]=[CH:10][C:3]=23)(=[O:22])=[O:21])[CH2:19][CH2:18]1 |f:2.3,4.5.6|. Procedure: To a solution of 4-iodo-1H-pyrazolo[3,4-b]pyridine (5.2 g) in dimethyl sulfoxide (70 mL) were added N,N′-dimethylethylenediamine (114 μL), copper (I) iodide (202 mg), sodium cyclopropanesulfinate (8.16 g) and potassium carbonate (5.06 g) at room temperature under argon atmosphere, and the mixture was stirred at 100° C. for 16 hr. The reaction mixture was filtered, water was added to the filtrate, and the mixture was extracted with ethyl acetate. The ethyl acetate layer was washed with saturated ...